From a dataset of the Open Reaction Database (ORD), a public repository of structured organic reaction records. describe an organic reaction: reactants, conditions, products, and yield The reactants are CN1CCCC1=O, C[S-], O=C(O)c1ccc(C(F)(F)F)cc1Cl, [Na+], [Na]. Yields the product CSc1cc(C(F)(F)F)ccc1C(=O)O. RXN SMILES: [CH3:19][N:20]1[CH2:21][CH2:22][CH2:23][C:24]1=[O:25].[CH3:1][S-:2].[Cl:5][c:6]1[c:7]([C:8](=[O:9])[OH:10])[cH:11][cH:12][c:13]([C:15]([F:16])([F:17])[F:18])[cH:14]1.[Na+:3].[Na:4]>>[CH3:1][S:2][c:6]1[c:7]([C:8](=[O:9])[OH:10])[cH:11][cH:12][c:13]([C:15]([F:16])([F:17])[F:18])[cH:14]1. The reactants are C(C(CO)(CO)N)O.Cl (Tris HCl), C1=CC(=C[N+](=C1)[C@H]2[C@@H]([C@@H]([C@H](O2)COP(=O)(O)OP(=O)(O)OC[C@@H]3[C@H]([C@H]([C@@H](O3)N4C=NC5=C4N=CN=C5N)OP(=O)(O)O)O)O)O)C(=O)N (NADP), [Cl-].[Mg+2].[Cl-] (magnesium chloride), P(=O)(O)(O)OC[C@H]([C@H]([C@@H]([C@H](C(=O)O)O)O)O)O (6-phosphogluconic acid). Yields the product C=1N=C(C2=C(N1)N(C=N2)[C@H]3[C@@H]([C@@H]([C@H](O3)COP(=O)(O)OP(=O)(O)OC[C@@H]4[C@H]([C@H]([C@@H](O4)N5C=CCC(=C5)C(=O)N)O)O)O)OP(=O)(O)O)N (NADPH). RXN SMILES: C(O)C(N)(CO)CO.Cl.[CH:10]1[CH:15]=[N+:14]([C@@H:16]2[O:20][C@H:19]([CH2:21][O:22][P:23]([O:26][P:27]([O:30][CH2:31][C@H:32]3[O:36][C@@H:35]([N:37]4[C:41]5[N:42]=[CH:43][N:44]=[C:45]([NH2:46])[C:40]=5[N:39]=[CH:38]4)[C@H:34]([O:47][P:48]([OH:51])([OH:50])=[O:49])[C@@H:33]3[OH:52])([OH:29])=[O:28])([OH:25])=[O:24])[C@@H:18]([OH:53])[C@H:17]2[OH:54])[CH:13]=[C:12]([C:55]([NH2:57])=[O:56])[CH:11]=1.[Cl-].[Mg+2].[Cl-].P(OC[C@@H](O)[C@@H](O)[C@H](O)[C@@H](O)C(O)=O)(O)(O)=O>>[CH:43]1[N:44]=[C:45]([NH2:46])[C:40]2[N:39]=[CH:38][N:37]([C@@H:35]3[O:36][C@H:32]([CH2:31][O:30][P:27]([O:26][P:23]([O:22][CH2:21][C@H:19]4[O:20][C@@H:16]([N:14]5[CH:13]=[C:12]([C:55]([NH2:57])=[O:56])[CH2:11][CH:10]=[CH:15]5)[C@H:17]([OH:54])[C@@H:18]4[OH:53])([OH:25])=[O:24])([OH:29])=[O:28])[C@@H:33]([OH:52])[C@H:34]3[O:47][P:48]([OH:51])([OH:50])=[O:49])[C:41]=2[N:42]=1 |f:0.1,3.4.5|. Procedure: The crude enzyme solution was added to a reaction mixture comprising 50 mmol/l Tris/HCl (pH 7.5), 0.5 mmol/l NADP, 10 mmol/l magnesium chloride and 2 mmol/l 6-phosphogluconic acid to make up to 1.5 ml. The resulting mixture was subjected to reaction in a 1-ml cuvette at 30° C. and the increase in the absorbance was measured at 340 nm. On the basis of the molar extinction coefficient of NADPH (6220), the amount of NADPH formed per minute was calculated. GND specific activity was expressed in term... The reactants are ClC1=CC(=NC2=C(C3=C(C=C12)C(C=C(O3)C(=O)OCC)=O)CCC)C(=O)OCC (Diethyl 6-chloro-4-oxo-10-propyl-4H-pyrano[3,2-g]quinoline-2,8-dicarboxylate), NC(=O)N (urea), S(O)(O)(=O)=O (sulphuric acid). The solvent is ice water. Product: N(C(=O)N)C1=CC(=NC2=C(C3=C(C=C12)C(C=C(O3)C(=O)O)=O)CCC)C(=O)O (6-ureido-4-oxo-10-propyl-4H-pyrano[3,2-g]quinoline-2,8-dicarboxylic acid). Isolated yield 16.3%. As a reaction SMILES: Cl[C:2]1[C:11]2[C:6](=[C:7]([CH2:22][CH2:23][CH3:24])[C:8]3[O:15][C:14]([C:16]([O:18]CC)=[O:17])=[CH:13][C:12](=[O:21])[C:9]=3[CH:10]=2)[N:5]=[C:4]([C:25]([O:27]CC)=[O:26])[CH:3]=1.[NH2:30][C:31]([NH2:33])=[O:32].S(=O)(=O)(O)O>>[NH:30]([C:2]1[C:11]2[C:6](=[C:7]([CH2:22][CH2:23][CH3:24])[C:8]3[O:15][C:14]([C:16]([OH:18])=[O:17])=[CH:13][C:12](=[O:21])[C:9]=3[CH:10]=2)[N:5]=[C:4]([C:25]([OH:27])=[O:26])[CH:3]=1)[C:31]([NH2:33])=[O:32]. Procedure: Diethyl 6-chloro-4-oxo-10-propyl-4H-pyrano[3,2-g]quinoline-2,8-dicarboxylate (1 g) and urea (50 g) were fused together at 175° C. for 6 hours. The solid after cooling was added to 70% sulphuric acid (200 ml) and heated on a steambath for 8 hours. The mixture was poured into ice-water (2 liters) and the precipitate was collected and washed well with water to afford the sub-title compound (0.15 g): identified by NMR spectroscopy. Starting materials: N=1C=CN2N=C(C=CC21)C#CC2=CC=C(N)C=C2 (4-(imidazo[1,2-b]pyridazin-6-ylethynyl)aniline), FC1=C(C(=O)O)C=CC(=C1)C (2-fluoro-4-methylbenzoic acid), Cl.CN(CCCN=C=NCC)C (N-(3-dimethylaminopropyl)-N′-ethylcarbodiimide hydrochloride). The reagents and catalysts are CN(C1=CC=NC=C1)C (4-(dimethylamino)pyridine). Solvent: ClC(C)Cl (dichloroethane), C(C)(=O)OCC (ethyl acetate). Reaction conditions: temperature 60 celsius, time 3 hour. The product is FC1=C(C(=O)NC2=CC=C(C=C2)C#CC=2C=CC=3N(N2)C=CN3)C=C(C=C1)C (2-fluoro-N-[4-(imidazo[1,2-b]pyridazin-6-ylethynyl)phenyl]-5-methylbenzamide). RXN SMILES: [N:1]1[CH:2]=[CH:3][N:4]2[C:9]=1[CH:8]=[CH:7][C:6]([C:10]#[C:11][C:12]1[CH:18]=[CH:17][C:15]([NH2:16])=[CH:14][CH:13]=1)=[N:5]2.[F:19][C:20]1[CH:28]=[C:27](C)[CH:26]=[CH:25][C:21]=1[C:22]([OH:24])=O.Cl.[CH3:31]N(C)CCCN=C=NCC>ClC(Cl)C.CN(C)C1C=CN=CC=1.C(OCC)(=O)C>[F:19][C:20]1[CH:28]=[CH:27][C:26]([CH3:31])=[CH:25][C:21]=1[C:22]([NH:16][C:15]1[CH:14]=[CH:13][C:12]([C:11]#[C:10][C:6]2[CH:7]=[CH:8][C:9]3[N:4]([CH:3]=[CH:2][N:1]=3)[N:5]=2)=[CH:18][CH:17]=1)=[O:24] |f:2.3|. Procedure details: To the solution of 4-(imidazo[1,2-b]pyridazin-6-ylethynyl)aniline (93.6 mg, 0.4 mmol, 1 eq) and 2-fluoro-4-methylbenzoic acid (62.3 mg, 1 eq) in anhydrous dichloroethane (3 mL) under nitrogen atmosphere at room temperature was added 4-(dimethylamino)pyridine (10 mg, 0.2 eq) and N-(3-dimethylaminopropyl)-N′-ethylcarbodiimide hydrochloride (92.2 mg, 1.2 eq). After the reaction was stirred at 60° C. for 3 hours, it was diluted with ethyl acetate, washed sequentially with aqueous ammonium chloride, ... Reactants: OC1=C(C=C(C=C1)C1=CC=C(C=C1)C(=O)OCC)C1=CC=2C(CCC(C2C=C1)(C)C)(C)C (ethyl 4′-hydroxy-3′-(5,5,8,8-tetramethyl-5,6,7,8-tetrahydronaphth-2-yl)biphenyl-4-carboxylate), ClCCCCO (4-chlorobutanol), C1(=CC=CC=C1)P(C1=CC=CC=C1)C1=CC=CC=C1 (triphenylphosphine), N(=NC(=O)OC(C)C)C(=O)OC(C)C (diisopropyl azodicarboxylate). Solvent: O1CCCC1 (tetrahydrofuran), O (water). Reaction conditions: time 30 minute. Product: ClCCCCOC1=C(C=C(C=C1)C1=CC=C(C=C1)C(=O)OCC)C1=CC=2C(CCC(C2C=C1)(C)C)(C)C (ethyl 4′-(4-chlorobutoxy)-3′-(5,5,8,8-tetramethyl-5,6,7,8-tetrahydronaphth-2-yl)biphenyl-4-carboxylate), oil. The yield is 73.0%. As a reaction SMILES: [OH:1][C:2]1[CH:7]=[CH:6][C:5]([C:8]2[CH:13]=[CH:12][C:11]([C:14]([O:16][CH2:17][CH3:18])=[O:15])=[CH:10][CH:9]=2)=[CH:4][C:3]=1[C:19]1[CH:28]=[CH:27][C:26]2[C:25]([CH3:30])([CH3:29])[CH2:24][CH2:23][C:22]([CH3:32])([CH3:31])[C:21]=2[CH:20]=1.C1(P(C2C=CC=CC=2)C2C=CC=CC=2)C=CC=CC=1.N(C(OC(C)C)=O)=NC(OC(C)C)=O.[Cl:66][CH2:67][CH2:68][CH2:69][CH2:70]O>O1CCCC1.O>[Cl:66][CH2:67][CH2:68][CH2:69][CH2:70][O:1][C:2]1[CH:7]=[CH:6][C:5]([C:8]2[CH:9]=[CH:10][C:11]([C:14]([O:16][CH2:17][CH3:18])=[O:15])=[CH:12][CH:13]=2)=[CH:4][C:3]=1[C:19]1[CH:28]=[CH:27][C:26]2[C:25]([CH3:30])([CH3:29])[CH2:24][CH2:23][C:22]([CH3:31])([CH3:32])[C:21]=2[CH:20]=1. Procedure: 10 g (23 mmol) of ethyl 4′-hydroxy-3′-(5,5,8,8-tetramethyl-5,6,7,8-tetrahydronaphth-2-yl)biphenyl-4-carboxylate are dissolved in 400 ml of tetrahydrofuran. 9.2 g (35 mmol) of triphenylphosphine and 6.9 ml (35 mmol) of diisopropyl azodicarboxylate are added and the reaction medium is stirred at room temperature for 30 minutes. 2.8 ml (28 mmol) of 4-chlorobutanol are then added, and the medium is kept stirring for 12 hours, and then poured into 500 ml of water and extracted with ethyl acetate. The... Procedure: A mixture of 1.0 part of 2-amino-4-fluoro-6-fluoromethylpyrimidine, 3.0 parts of methanethiol and 50 parts of dry tetrahydrofuran was stirred at 5° C. whilst a solution of 0.16 parts of sodium in 20 parts of dry methanol was added dropwise. The temperature was kept below 10° C. with ice-bath cooling. When the addition was complete, stirring was continued for 1 hour. The resulting solution was evaporated and the residue was diluted with water and extracted three times with 50 parts of ether. The ... Reaction conditions: time 1 hour. The product is NC1=NC(=CC(=N1)CF)SC (2-amino-4-fluoromethyl-6-methylthiopyrimidine). Solvent: CO (methanol). RXN SMILES: [NH2:1][C:2]1[N:7]=[C:6](F)[CH:5]=[C:4]([CH2:9][F:10])[N:3]=1.[CH3:11][SH:12].O1CCCC1.[Na]>CO>[NH2:1][C:2]1[N:3]=[C:4]([CH2:9][F:10])[CH:5]=[C:6]([S:12][CH3:11])[N:7]=1 |^1:17|. Reactants: NC1=NC(=CC(=N1)F)CF (2-amino-4-fluoro-6-fluoromethylpyrimidine), CS (methanethiol), O1CCCC1 (tetrahydrofuran), [Na] (sodium). The reactants are CCOC(=O)C(OCC)[P+](c1ccccc1)(c1ccccc1)c1ccccc1, C1CCC2=NCCCN2CC1, O=Cc1cc(F)c(OCc2ccccc2)c(F)c1, [Cl-], C1CCOC1. Yields the product CCOC(=O)C(=Cc1cc(F)c(OCc2ccccc2)c(F)c1)OCC. Reaction SMILES: [CH2:2]([CH3:3])[O:4][CH:5]([C:6](=[O:7])[O:8][CH2:9][CH3:10])[P+:11]([c:12]1[cH:13][cH:14][cH:15][cH:16][cH:17]1)([c:18]1[cH:19][cH:20][cH:21][cH:22][cH:23]1)[c:24]1[cH:25][cH:26][cH:27][cH:28][cH:29]1.[CH2:30]1[CH2:31][CH2:32][C:33]2=[N:38][CH2:37][CH2:36][CH2:35][N:34]2[CH2:39][CH2:40]1.[CH2:41]([c:42]1[cH:43][cH:44][cH:45][cH:46][cH:47]1)[O:48][c:49]1[c:50]([F:58])[cH:51][c:52]([CH:53]=[O:54])[cH:55][c:56]1[F:57].[Cl-:1].[O:59]1[CH2:60][CH2:61][CH2:62][CH2:63]1>>[CH2:2]([CH3:3])[O:4][C:5]([C:6](=[O:7])[O:8][CH2:9][CH3:10])=[CH:53][c:52]1[cH:51][c:50]([F:58])[c:49]([O:48][CH2:41][c:42]2[cH:43][cH:44][cH:45][cH:46][cH:47]2)[c:56]([F:57])[cH:55]1.